Dataset: the Open Reaction Database (ORD), a public repository of structured organic reaction records. Task: describe an organic reaction: reactants, conditions, products, and yield Reaction conditions: time 14 hour. The solvent is C(C)O (ethanol), C(C)O (ethanol), C(Cl)Cl (methylene chloride). Yields the product C(C1=CC=CC=C1)C=1C=C(C=CC1)C1=NN(C(CN1)=O)CC(F)(F)F (3-(3-benzylphenyl)-1-(2,2,2-trifluoroethyl)-4,5-dihydro-1,2,4-triazin-6(1H)-one). Procedure details: A suspension of ethyl 3-benzylbenzenecarboximidoate (0.5 g, 1.8 mmol) in methylene chloride (100 mL) was washed with saturated aqueous sodium bicarbonate (2×80 mL) brine (50 mL), dried over magnesium sulfate and concentrated to 6 mL. To this was added benzylglycinate p-toluenesulfonate (0.615 g, 1.8 mmol) in portions over 10 minutes, stirred at room temperature under nitrogen for 14 hours, and concentrated under reduced pressure to leave a pink gum which was dissolved in absolute ethanol (6 mL).... RXN SMILES: [CH2:1]([C:8]1[CH:9]=[C:10]([C:14](=[NH:18])OCC)[CH:11]=[CH:12][CH:13]=1)[C:2]1[CH:7]=[CH:6][CH:5]=[CH:4][CH:3]=1.C1(C)C=CC(S(O)(=O)=O)=CC=1.C(N[CH2:38][C:39](O)=[O:40])C1C=CC=CC=1.[F:42][C:43]([F:48])([F:47])[CH2:44][NH:45][NH2:46]>C(Cl)Cl.C(O)C>[CH2:1]([C:8]1[CH:9]=[C:10]([C:14]2[NH:18][CH2:38][C:39](=[O:40])[N:45]([CH2:44][C:43]([F:48])([F:47])[F:42])[N:46]=2)[CH:11]=[CH:12][CH:13]=1)[C:2]1[CH:3]=[CH:4][CH:5]=[CH:6][CH:7]=1 |f:1.2|. The reactants are FC(CNN)(F)F (1,1,1-trifluoroethylhydrazine), C1(=CC=C(C=C1)S(=O)(=O)O)C.C(C1=CC=CC=C1)NCC(=O)O (benzylglycinate p-toluenesulfonate), C(C1=CC=CC=C1)C=1C=C(C=CC1)C(OCC)=N (ethyl 3-benzylbenzenecarboximidoate). The reactants are COc1cc(C)c(Br)cn1, C1CCOC1, [Li]CCCC, CCC=O. The product is CCC(O)c1cnc(OC)cc1C. As a reaction SMILES: [Br:6][c:7]1[c:8]([CH3:15])[cH:9][c:10]([O:13][CH3:14])[n:11][cH:12]1.[CH2:20]1[O:21][CH2:22][CH2:23][CH2:24]1.[CH3:1][CH2:2][CH2:3][CH2:4][Li:5].[CH:16]([CH2:17][CH3:18])=[O:19]>>[c:7]1([CH:16]([CH2:17][CH3:18])[OH:19])[c:8]([CH3:15])[cH:9][c:10]([O:13][CH3:14])[n:11][cH:12]1. The reactants are CN1CCCC1=O, C=CCc1c(C)cc(C)cc1O, Cl, [Na+], Cc1ccc(S(=O)(=O)OCC(F)(F)F)cc1, [OH-], O. Yields the product C=CCc1c(C)cc(C)cc1OCC(F)(F)F. As a reaction SMILES: [CH3:32][N:33]1[CH2:34][CH2:35][CH2:36][C:37]1=[O:38].[CH3:3][c:4]1[c:5]([CH2:12][CH:13]=[CH2:14])[c:6]([OH:11])[cH:7][c:8]([CH3:10])[cH:9]1.[ClH:31].[Na+:2].[O:15]([S:16]([c:17]1[cH:18][cH:19][c:20]([CH3:21])[cH:22][cH:23]1)(=[O:24])=[O:25])[CH2:26][C:27]([F:28])([F:29])[F:30].[OH-:1].[OH2:39]>>[CH3:3][c:4]1[c:5]([CH2:12][CH:13]=[CH2:14])[c:6]([O:11][CH2:26][C:27]([F:28])([F:29])[F:30])[cH:7][c:8]([CH3:10])[cH:9]1. The reactants are COC(=O)C1CCNC1, CN1CCOCC1, CN(C)C=O, COc1nc(Cl)nc(OC)n1, Nc1nc(O)c2c(n1)NCC(CCc1ccc(C(=O)O)s1)C2. The product is COC(=O)C1CCN(C(=O)c2ccc(CCC3CNc4nc(N)nc(O)c4C3)s2)C1. Reaction SMILES: [C:41](=[O:42])([O:43][CH3:44])[CH:45]1[CH2:46][NH:47][CH2:48][CH2:49]1.[CH3:23][N:24]1[CH2:25][CH2:26][O:27][CH2:28][CH2:29]1.[CH3:50][N:51]([CH3:52])[CH:53]=[O:54].[Cl:30][c:31]1[n:32][c:33]([O:34][CH3:35])[n:36][c:37]([O:38][CH3:39])[n:40]1.[NH2:1][c:2]1[n:3][c:4]([OH:22])[c:5]2[c:6]([n:7]1)[NH:8][CH2:9][CH:10]([CH2:12][CH2:13][c:14]1[cH:15][cH:16][c:17]([C:19](=[O:20])[OH:21])[s:18]1)[CH2:11]2>>[NH2:1][c:2]1[n:3][c:4]([OH:22])[c:5]2[c:6]([n:7]1)[NH:8][CH2:9][CH:10]([CH2:12][CH2:13][c:14]1[cH:15][cH:16][c:17]([C:19](=[O:21])[N:47]3[CH2:46][CH:45]([C:41](=[O:42])[O:43][CH3:44])[CH2:49][CH2:48]3)[s:18]1)[CH2:11]2.